This data is from the Open Reaction Database (ORD), a public repository of structured organic reaction records. The task is: describe an organic reaction: reactants, conditions, products, and yield The reactants are O (Water), BrC1=CC=C(C=C1)C1=CC=C(C=C1)O (4-Bromo-4'-hydroxybiphenyl), [H-].[Na+] (sodium hydride), C(C)I (Ethyl iodide). Solvent: CN(C=O)C (dimethylformamide). Reaction conditions: time 5 minute. Product: BrC1=CC=C(C=C1)C1=CC=C(C=C1)OCC (4-bromo-4'-ethoxybiphenyl). The yield is 77.6%. RXN SMILES: [Br:1][C:2]1[CH:7]=[CH:6][C:5]([C:8]2[CH:13]=[CH:12][C:11]([OH:14])=[CH:10][CH:9]=2)=[CH:4][CH:3]=1.[H-].[Na+].[CH2:17](I)[CH3:18].O>CN(C)C=O>[Br:1][C:2]1[CH:3]=[CH:4][C:5]([C:8]2[CH:13]=[CH:12][C:11]([O:14][CH2:17][CH3:18])=[CH:10][CH:9]=2)=[CH:6][CH:7]=1 |f:1.2|. Procedure details: 4-Bromo-4'-hydroxybiphenyl (2.49 g) was added over 30 minutes to a stirred suspension of sodium hydride (0.42 g of 60% dispersion in mineral oil) in dimethylformamide (10 ml) whilst keeping the temperature of the reaction mixture below 10° C. The reaction mixture was stirred at a temperature below 10° C. for a futher 5 minutes. Ethyl iodide (1.87 g) was added over 10 minutes and stirring continued at room temperature for 2 hours. Water (200 ml) was added to the mixture and the mixture extracted ... Reactants: Brc1cnc(Br)c(Br)c1, C[O-], [Na+], O. RXN SMILES: [Br:4][c:5]1[n:6][cH:7][c:8]([Br:12])[cH:9][c:10]1[Br:11].[CH3:1][O-:2].[Na+:3].[OH2:13]>>[CH3:1][O:2][c:5]1[n:6][cH:7][c:8]([Br:12])[cH:9][c:10]1[Br:11]. The product is COc1ncc(Br)cc1Br. Reactants: COC1=CC=C(CN(C2=NC=C(C=N2)C=2C3=C(N=C(N2)N2CCOCC2)NCC3)CC3=CC=C(C=C3)OC)C=C1 (bis-(4-methoxy-benzyl)-[5-(2-morpholin-4-yl-6,7-dihydro-5H-pyrrolo[2,3-d]pyrimidin-4-yl)-pyrimidin-2-yl]-amine), ClC1=CC(=NC=C1)C(=O)N1CCN(CC1)CCO ((4-chloro-pyridin-2-yl)-[4-(2-hydroxy-ethyl)-piperazin-1-yl]-methanone). The product is COC1=CC=C(CN(C2=NC=C(C=N2)C=2C3=C(N=C(N2)N2CCOCC2)N(CC3)C3=CC(=NC=C3)C(=O)N3CCN(CC3)CCO)CC3=CC=C(C=C3)OC)C=C1 ([4-(4-{2-[bis-(4-methoxy-benzyl)-amino]-pyrimidin-5-yl}-2-morpholin-4-yl-5,6-dihydro-pyrrolo[2,3-d]pyrimidin-7-yl)-pyridin-2-yl]-[4-(2-hydroxy-ethyl)-piperazin-1-yl]-methanone). The yield is 52.3%. Reaction SMILES: [CH3:1][O:2][C:3]1[CH:40]=[CH:39][C:6]([CH2:7][N:8]([CH2:30][C:31]2[CH:36]=[CH:35][C:34]([O:37][CH3:38])=[CH:33][CH:32]=2)[C:9]2[N:14]=[CH:13][C:12]([C:15]3[C:16]4[CH2:29][CH2:28][NH:27][C:17]=4[N:18]=[C:19]([N:21]4[CH2:26][CH2:25][O:24][CH2:23][CH2:22]4)[N:20]=3)=[CH:11][N:10]=2)=[CH:5][CH:4]=1.Cl[C:42]1[CH:47]=[CH:46][N:45]=[C:44]([C:48]([N:50]2[CH2:55][CH2:54][N:53]([CH2:56][CH2:57][OH:58])[CH2:52][CH2:51]2)=[O:49])[CH:43]=1>>[CH3:38][O:37][C:34]1[CH:33]=[CH:32][C:31]([CH2:30][N:8]([CH2:7][C:6]2[CH:5]=[CH:4][C:3]([O:2][CH3:1])=[CH:40][CH:39]=2)[C:9]2[N:10]=[CH:11][C:12]([C:15]3[C:16]4[CH2:29][CH2:28][N:27]([C:42]5[CH:47]=[CH:46][N:45]=[C:44]([C:48]([N:50]6[CH2:51][CH2:52][N:53]([CH2:56][CH2:57][OH:58])[CH2:54][CH2:55]6)=[O:49])[CH:43]=5)[C:17]=4[N:18]=[C:19]([N:21]4[CH2:26][CH2:25][O:24][CH2:23][CH2:22]4)[N:20]=3)=[CH:13][N:14]=2)=[CH:36][CH:35]=1. Reported procedure: Using 4-chloropicolinic acid chloride and 4-(2-hydroxyethyl)piperazine instead of N-Boc-piperazine, amidation was carried out in the same manner as Step A in Example 1-D-199, to obtain (4-chloro-pyridin-2-yl)-[4-(2-hydroxy-ethyl)-piperazin-1-yl]-methanone. Using bis-(4-methoxy-benzyl)-[5-(2-morpholin-4-yl-6,7-dihydro-5H-pyrrolo[2,3-d]pyrimidin-4-yl)-pyrimidin-2-yl]-amine (282 mg, 0.52 mmol), and (4-chloro-pyridin-2-yl)-[4-(2-hydroxy-ethyl)-piperazin-1-yl]-methanone (175 mg, 0.65 mmol) instead of... Starting materials: BrC1=C(C=CC(=C1)[N+](=O)[O-])N1CCN(CC1)C (1-(2-bromo-4-nitrophenyl)-4-methylpiperazine), C(CCC)[Sn](C(=C)C)(CCCC)CCCC (tributyl(prop-1-en-2-yl)stannane). The reagents and catalysts are C=1C=CC(=CC1)[P](C=2C=CC=CC2)(C=3C=CC=CC3)[Pd]([P](C=4C=CC=CC4)(C=5C=CC=CC5)C=6C=CC=CC6)([P](C=7C=CC=CC7)(C=8C=CC=CC8)C=9C=CC=CC9)[P](C=1C=CC=CC1)(C=1C=CC=CC1)C=1C=CC=CC1 (tetrakis(triphenylphosphine)palladium(0)). The solvent is O1CCOCC1 (1,4-dioxane). Run at temperature 105 celsius. The product is CN1CCN(CC1)C1=C(C=C(C=C1)[N+](=O)[O-])C(=C)C (1-methyl-4-(4-nitro-2-(prop-1-en-2-yl)phenyl)piperazine). As a reaction SMILES: Br[C:2]1[CH:7]=[C:6]([N+:8]([O-:10])=[O:9])[CH:5]=[CH:4][C:3]=1[N:11]1[CH2:16][CH2:15][N:14]([CH3:17])[CH2:13][CH2:12]1.[CH2:18]([Sn](CCCC)(CCCC)C(C)=C)[CH2:19][CH2:20]C>O1CCOCC1.C1C=CC([P]([Pd]([P](C2C=CC=CC=2)(C2C=CC=CC=2)C2C=CC=CC=2)([P](C2C=CC=CC=2)(C2C=CC=CC=2)C2C=CC=CC=2)[P](C2C=CC=CC=2)(C2C=CC=CC=2)C2C=CC=CC=2)(C2C=CC=CC=2)C2C=CC=CC=2)=CC=1>[CH3:17][N:14]1[CH2:15][CH2:16][N:11]([C:3]2[CH:4]=[CH:5][C:6]([N+:8]([O-:10])=[O:9])=[CH:7][C:2]=2[C:19]([CH3:20])=[CH2:18])[CH2:12][CH2:13]1 |^1:43,45,64,83|. Procedure details: A mixture of 1-(2-bromo-4-nitrophenyl)-4-methylpiperazine (0.810 g, 2.70 mmol), tetrakis(triphenylphosphine)palladium(0) (0.094 g, 0.081 mmol), and tributyl(prop-1-en-2-yl)stannane (0.983 g, 2.97 mmol) in 1,4-dioxane (30 mL) was degassed and heated at 105° C. overnight. After cooling, the suspension was filtered, concentrated, and purified on a 40 g column using the ISCO Companion flash system eluting with methanol/ethyl acetate (5:95 to 10:90) to provide the title compound. Starting materials: NCCC1=C(NC2=CC=C(C=C12)C1(C(N(CC1)CC)=O)C)C1=CC(=CC(=C1)C)C ((±)-3-[3-(2-aminoethyl)-2-(3,5-dimethylphenyl)-1H-indol-5-yl]-1-ethyl-3-methylpyrrolidin-2-one), CC=1C=C(C=C(C1)C)C=1NC2=CC=C(C=C2C1CCNCCCCC1=CC=C(C=C1)NS(=O)(=O)C)C(=O)N1CCOCC1 (N-[4-[4-[2-[2-(3,5-dimethylphenyl)-5-(morpholine-4-carbonyl)-1H-indol-3yl]ethylamino]butyl]phenyl]-methanesulfonamide), S(=O)(=O)([O-])[O-].[Mg+2] (magnesium sulfate), [BH4-].[Na+] (sodium borohydride), CH2Cl2 MeOH-concd, [NH4+].[OH-] (NH4OH). The solvent is CO (methanol). Reaction conditions: time 17.5 minute. Yields the product CC=1C=C(C=C(C1)C)C=1NC2=CC=C(C=C2C1CCNCCCCC1=CC=C(C=C1)NS(=O)(=O)C)C1(C(N(CC1)CC)=O)C ((±)-N-[4-[4-[2-[2-(3,5-dimethylphenyl)-5-(1-ethyl-3-methyl-2-oxopyrrolidin-3-yl)-1H-indol-3-yl]ethylamino]-butyl]phenyl]methanesulfonamide). RXN SMILES: [NH2:1][CH2:2][CH2:3][C:4]1[C:12]2[C:7](=[CH:8][CH:9]=[C:10]([C:13]3([CH3:21])[CH2:17][CH2:16][N:15]([CH2:18][CH3:19])[C:14]3=[O:20])[CH:11]=2)[NH:6][C:5]=1[C:22]1[CH:27]=[C:26]([CH3:28])[CH:25]=[C:24]([CH3:29])[CH:23]=1.CC1C=C(C2NC3C(C=2CCN[CH2:50][CH2:51][CH2:52][CH2:53][C:54]2[CH:59]=[CH:58][C:57]([NH:60][S:61]([CH3:64])(=[O:63])=[O:62])=[CH:56][CH:55]=2)=CC(C(N2CCOCC2)=O)=CC=3)C=C(C)C=1.S([O-])([O-])(=O)=O.[Mg+2].[BH4-].[Na+].[NH4+].[OH-]>CO>[CH3:28][C:26]1[CH:27]=[C:22]([C:5]2[NH:6][C:7]3[C:12]([C:4]=2[CH2:3][CH2:2][NH:1][CH2:50][CH2:51][CH2:52][CH2:53][C:54]2[CH:59]=[CH:58][C:57]([NH:60][S:61]([CH3:64])(=[O:63])=[O:62])=[CH:56][CH:55]=2)=[CH:11][C:10]([C:13]2([CH3:21])[CH2:17][CH2:16][N:15]([CH2:18][CH3:19])[C:14]2=[O:20])=[CH:9][CH:8]=3)[CH:23]=[C:24]([CH3:29])[CH:25]=1 |f:2.3,4.5,6.7|. Procedure details: A mixture of 37.0 mg (0.095 mmol) of (±)-3-[3-(2-aminoethyl)-2-(3,5-dimethylphenyl)-1H-indol-5-yl]-1-ethyl-3-methylpyrrolidin-2-one (from Step 5), 25.3 mg (0.105 mmol) of 4-[4-(methanesulfonamido)phenyl]butyraldehyde (EXAMPLE 4), and 57.0 mg (0.475 mmol) of anhydrous magnesium sulfate was purged with nitrogen and cooled in an ice-methanol bath at about −10° to −5° C. as 0.300 mL of dry CDCl3 was added gradually by syringe. The mixture was stirred under nitrogen at this temperature for 15-20 minu... Procedure: To a solution of (R)-2-(4-cyano-2-fluoro-5-(3-methylisothiazol-5-ylamino)phenylamino)-3-(4-(pyridin-4-yl)phenyl)propanamide (12 mg, 0.025 mmol) in EtOH (1 mL) and DMSO (0.5 mL), aq. 1N NaOH (0.5 mL, 0.50 mmol) and aq. H2O2 (50%, 0.5 mL) were added. The mixture was stirred at room temperature for 30 min. HOAc (0.5 mL) was added. The mixture was purified by HPLC to give the titled compound (6 mg). MS 491.1 (M+H); UV 216.8, 278.0, 312.5 nm. Yields the product NC([C@@H](CC1=CC=C(C=C1)C1=CC=NC=C1)NC1=CC(=C(C(=O)N)C=C1F)NC1=CC(=NS1)C)=O ((R)-4-(1-amino-1-oxo-3-(4-(pyridin-4-yl)phenyl)propan-2-ylamino)-5-fluoro-2-(3-methylisothiazol-5-ylamino)benzamide). Starting materials: CC(=O)O (HOAc), C(#N)C1=CC(=C(C=C1NC1=CC(=NS1)C)N[C@@H](C(=O)N)CC1=CC=C(C=C1)C1=CC=NC=C1)F ((R)-2-(4-cyano-2-fluoro-5-(3-methylisothiazol-5-ylamino)phenylamino)-3-(4-(pyridin-4-yl)phenyl)propanamide), [OH-].[Na+] (NaOH), OO (H2O2). Solvent: CCO (EtOH), CS(=O)C (DMSO). Run at time 30 minute. RXN SMILES: [C:1]([C:3]1[C:8]([NH:9][C:10]2[S:14][N:13]=[C:12]([CH3:15])[CH:11]=2)=[CH:7][C:6]([NH:16][C@H:17]([CH2:21][C:22]2[CH:27]=[CH:26][C:25]([C:28]3[CH:33]=[CH:32][N:31]=[CH:30][CH:29]=3)=[CH:24][CH:23]=2)[C:18]([NH2:20])=[O:19])=[C:5]([F:34])[CH:4]=1)#[N:2].[OH-].[Na+].OO.CC(O)=[O:41]>CCO.CS(C)=O>[NH2:20][C:18](=[O:19])[C@H:17]([NH:16][C:6]1[C:5]([F:34])=[CH:4][C:3]([C:1]([NH2:2])=[O:41])=[C:8]([NH:9][C:10]2[S:14][N:13]=[C:12]([CH3:15])[CH:11]=2)[CH:7]=1)[CH2:21][C:22]1[CH:27]=[CH:26][C:25]([C:28]2[CH:29]=[CH:30][N:31]=[CH:32][CH:33]=2)=[CH:24][CH:23]=1 |f:1.2|. Reactants: O=C[C@H](O)[C@@H](O)[C@@H](O)[C@H](O)CO (D-galactose), O=C[C@H](O)[C@@H](O)[C@H](O)[C@H](O)C(=O)O (D-glucuronic acid), O=C[C@H](O)[C@@H](O)[C@H](O)[C@H](O)C(=O)O (D-glucuronic acid), O=C[C@H](O)[C@@H](O)[C@@H](O)[C@H](O)CO (D-galactose), ( b ), O=C[C@H](O)[C@@H](O)[C@H](O)[C@H](O)C(=O)O (D-glucuronic acid), O=C[C@H](O)[C@@H](O)[C@@H](O)[C@H](O)CO (D-galactose), O=C[C@H](O)[C@@H](O)[C@@H](O)[C@H](O)CO (D-galactose). Product: C(C(C(C(CO)O)O)O)O (D(+)-arabitol), C([C@H](O)[C@@H](O)[C@H](O)CO)O (xylitol), C([C@@H]1[C@@H]([C@@H]([C@H]([C@@H](O1)O[C@@H]2[C@H](O[C@@]([C@H]2O)(CO)O)CO)O)O)O)O.O (lactulose), D(+)-galactosamine. Reaction SMILES: [O:1]=[CH:2][C@@H:3]([C@H:5]([C@@H:7]([C@@H:9]([C:11]([OH:13])=[O:12])[OH:10])[OH:8])[OH:6])[OH:4].[O:14]=[CH:15][C@@H:16]([C@H:18]([C@H:20]([C@@H:22]([CH2:24][OH:25])[OH:23])[OH:21])[OH:19])[OH:17]>>[CH2:9]([OH:10])[CH:7]([OH:8])[CH:5]([OH:6])[CH:3]([OH:4])[CH2:2][OH:1].[CH2:15]([OH:14])[C@@H:16]([C@H:18]([C@@H:20]([CH2:22][OH:23])[OH:21])[OH:19])[OH:17].[CH2:2]([OH:1])[C@H:3]1[O:13][C@@H:11]([O:12][C@H:20]2[C@H:18]([OH:19])[C@@:16]([OH:17])([CH2:15][OH:14])[O:23][C@@H:22]2[CH2:24][OH:25])[C@H:9]([OH:10])[C@@H:7]([OH:8])[C@H:5]1[OH:6].[OH2:1] |f:4.5|. Procedure: Similarly Example 10 shows that in series (b) the addition of 0.41 parts by weight of a mixture of D-glucuronic acid and D-galactose gave a sweetness equivalent to that obtained by adding 0.8 parts by weight of D-galactose or 0.04 parts by weight of D-glucuronic acid. The figure of 0.41 parts by weight is made up of 0.40 parts by weight of D-galactose (50% of the amount of D-galactose needed by itself) and 0.01 parts by weight of D-glucuronic acid (25% of the amount needed by itself) giving a to... The reactants are FC1=C(C=CC=C1)CC(C(=O)OCC)=O (Ethyl (2-fluorophenyl)pyruvate), C(C(=O)OCC)(=O)OCC (diethyl oxalate), ClC1=CC=C(CCl)C=C1 (4-chlorobenzyl chloride), [Mg] (magnesium). The product is ClC1=CC=C(C=C1)CC(C(=O)OCC)=O (Ethyl (4-chlorophenyl)pyruvate). The yield is 74.0%. RXN SMILES: F[C:2]1[CH:7]=[CH:6][CH:5]=[CH:4][C:3]=1[CH2:8][C:9](=[O:15])[C:10]([O:12][CH2:13][CH3:14])=[O:11].[Cl:16]C1C=CC(CCl)=CC=1.[Mg].C(OCC)(=O)C(OCC)=O>>[Cl:16][C:6]1[CH:5]=[CH:4][C:3]([CH2:8][C:9](=[O:15])[C:10]([O:12][CH2:13][CH3:14])=[O:11])=[CH:2][CH:7]=1. Procedure: The title compound was prepared as described for B4 using 4-chlorobenzyl chloride (1.250 g, 7.76 mmol), magnesium (0.208 g, 8.54 mmol) and diethyl oxalate (2.269 g, 15.53 mmol). The product was isolated in the form of colorless oil in 74% yield and used instantly in next step.